Dataset: the Open Reaction Database (ORD), a public repository of structured organic reaction records. Task: describe an organic reaction: reactants, conditions, products, and yield Starting materials: C1(CC1)C1=NC=C(C=N1)C(C#N)N1CCC(CC1)(F)F (2-(2-cyclopropylpyrimidin-5-yl)-2-(4,4-difluoropiperidin-1-yl)acetonitrile). Reagents/catalysts: [Ni] (Ni). Run in CO (MeOH). Run at time 4 hour. The product is C1(CC1)C1=NC=C(C=N1)C(CN)N1CCC(CC1)(F)F (2-(2-cyclopropylpyrimidin-5-yl)-2-(4,4-difluoropiperidin-1-yl)ethanamine). Yield: 8.7%. As a reaction SMILES: [CH:1]1([C:4]2[N:9]=[CH:8][C:7]([CH:10]([N:13]3[CH2:18][CH2:17][C:16]([F:20])([F:19])[CH2:15][CH2:14]3)[C:11]#[N:12])=[CH:6][N:5]=2)[CH2:3][CH2:2]1>CO.[Ni]>[CH:1]1([C:4]2[N:9]=[CH:8][C:7]([CH:10]([N:13]3[CH2:18][CH2:17][C:16]([F:19])([F:20])[CH2:15][CH2:14]3)[CH2:11][NH2:12])=[CH:6][N:5]=2)[CH2:3][CH2:2]1. Procedure details: A mixture of 2-(2-cyclopropylpyrimidin-5-yl)-2-(4,4-difluoropiperidin-1-yl)acetonitrile (3.50 g, 126 mmol), Raney Ni (3.50 g) and NH3H2O (10 mL) in MeOH (150 mL) was degassed and purged with argon and H2, then stirred at room temperature under H2 (50 Psi) for 4 hours. The reaction mixture was filtered and concentrated in vacuum to give 2-(2-cyclopropylpyrimidin-5-yl)-2-(4,4-difluoropiperidin-1-yl)ethanamine as a yellow oil (3.10 g), which was used directly for next step without further purificat... The reactants are CO, Cl, COC(=O)c1ccc(-c2nc(-c3ccc(C(F)(F)F)cc3)no2)cc1, [Na+], C1CCOC1, [OH-]. The product is O=C(O)c1ccc(-c2nc(-c3ccc(C(F)(F)F)cc3)no2)cc1. Reaction SMILES: [CH3:34][OH:35].[ClH:33].[F:1][C:2]([c:3]1[cH:4][cH:5][c:6](-[c:9]2[n:10][o:11][c:12](-[c:14]3[cH:15][cH:16][c:17]([C:18](=[O:19])[O:20][CH3:21])[cH:22][cH:23]3)[n:13]2)[cH:7][cH:8]1)([F:24])[F:25].[Na+:27].[O:28]1[CH2:29][CH2:30][CH2:31][CH2:32]1.[OH-:26]>>[F:1][C:2]([c:3]1[cH:4][cH:5][c:6](-[c:9]2[n:10][o:11][c:12](-[c:14]3[cH:15][cH:16][c:17]([C:18](=[O:19])[OH:20])[cH:22][cH:23]3)[n:13]2)[cH:7][cH:8]1)([F:24])[F:25]. Starting materials: O=C([O-])[O-], CC(C)=O, CCOC(C)=O, ClCc1ncc2ccccc2n1, [Cs+], [Cs+], [I-], [K+], N#CCc1cccc(O)c1. Yields the product N#CCc1cccc(OCc2ncc3ccccc3n2)c1. Reaction SMILES: [C:23](=[O:24])([O-:25])[O-:26].[CH3:31][C:32](=[O:33])[CH3:34].[CH3:35][CH2:36][O:37][C:38](=[O:39])[CH3:40].[Cl:11][CH2:12][c:13]1[n:14][c:15]2[cH:16][cH:17][cH:18][cH:19][c:20]2[cH:21][n:22]1.[Cs+:27].[Cs+:28].[I-:30].[K+:29].[OH:1][c:2]1[cH:3][c:4]([CH2:8][C:9]#[N:10])[cH:5][cH:6][cH:7]1>>[O:1]([c:2]1[cH:3][c:4]([CH2:8][C:9]#[N:10])[cH:5][cH:6][cH:7]1)[CH2:12][c:13]1[n:14][c:15]2[cH:16][cH:17][cH:18][cH:19][c:20]2[cH:21][n:22]1. The reactants are ClC=1C=C(C=CC1)NC(C1=C(N=CC=C1)NC1CCN(CC1)C(NOC(C)(C)C)=O)=O (N-(3-Chlorophenyl)-2-(1-tert-butoxycarbamoylpiperidin-4-ylamino)nicotinamide), Cl (HCl). The solvent is C(C)O (ethanol). Run at time 8 hour. Product: ClC=1C=C(C=CC1)NC(C1=C(N=CC=C1)NC1CCNCC1)=O (N-(3-chlorophenyl)-2-(4-piperidylamino)nicotinamide). Yield: 93.0%. RXN SMILES: [Cl:1][C:2]1[CH:3]=[C:4]([NH:8][C:9](=[O:31])[C:10]2[CH:15]=[CH:14][CH:13]=[N:12][C:11]=2[NH:16][CH:17]2[CH2:22][CH2:21][N:20](C(=O)NOC(C)(C)C)[CH2:19][CH2:18]2)[CH:5]=[CH:6][CH:7]=1.Cl>C(O)C>[Cl:1][C:2]1[CH:3]=[C:4]([NH:8][C:9](=[O:31])[C:10]2[CH:15]=[CH:14][CH:13]=[N:12][C:11]=2[NH:16][CH:17]2[CH2:22][CH2:21][NH:20][CH2:19][CH2:18]2)[CH:5]=[CH:6][CH:7]=1. Procedure details: A solution of 1.0 g of N-(3-chlorophenyl)-2-(1-tert-butoxycarbamoylpiperidin-4-ylamino)nicotinamide obtained in Example 6, in 10 ml of ethanol was mixed with 5 ml of a conc. HCl aqueous solution and stirred for 8 hrs under reflux. The reaction solution was cooled to a room temperature, concentrated in a reduced pressure to remove the solvent, and adjusted to a pH of 9˜10 by dropwise adding saturated sodium hydrogen carbonate aqueous solution. After three rounds of extraction with 30 ml of ethyla...